From a dataset of the Open Reaction Database (ORD), a public repository of structured organic reaction records. describe an organic reaction: reactants, conditions, products, and yield Product: Nc1ccc2nc(C3CC3)[nH]c2c1. Starting materials: CCOC(C)=O, O=[N+]([O-])c1ccc2nc(C3CC3)[nH]c2c1, Nc1ccc([N+](=O)[O-])cc1N, O=C(O)C1CC1. RXN SMILES: [CH3:33][CH2:34][O:35][C:36]([CH3:37])=[O:38].[CH:12]1([c:15]2[nH:16][c:17]3[c:18]([n:19]2)[cH:20][cH:21][c:22]([N+:24]([O-:25])=[O:26])[cH:23]3)[CH2:13][CH2:14]1.[N+:1]([c:2]1[cH:3][cH:4][c:5]([NH2:6])[c:7]([NH2:8])[cH:9]1)([O-:10])=[O:11].[OH:27][C:28]([CH:29]1[CH2:30][CH2:31]1)=[O:32]>>[CH:12]1([c:15]2[nH:16][c:17]3[c:18]([n:19]2)[cH:20][cH:21][c:22]([NH2:24])[cH:23]3)[CH2:13][CH2:14]1.